From a dataset of the Open Reaction Database (ORD), a public repository of structured organic reaction records. describe an organic reaction: reactants, conditions, products, and yield The reactants are C(C)(=O)OCC=1C(=NC=CC1C1=CN(C(C(=C1)NC1=NC=C(C=C1)C1CCN(CC1)C)=O)CC)N1C(C=2N(C=3CCCCC3C2)CC1)=O ((4-(1-Ethyl-5-(5-(1-methylpiperidin-4-yl)pyridin-2-ylamino)-6-oxo-1,6-dihydropyridin-3-yl)-2-(1-oxo-3,4,6,7,8,9-hexahydropyrazino[1,2-a]indol-2(1H)-yl)pyridin-3-yl)methyl Acetate), [OH-].[Li+] (lithium hydroxide). The solvent is C1CCOC1.C(C)(C)O (THF i-propanol), O (water). Reaction conditions: temperature 30 celsius, time 1 hour. Product: OCC=1C(=NC=CC1C1=CN(C(C(=C1)NC1=NC=C(C=C1)C1CCN(CC1)C)=O)C)N1C(C=2N(C=3CCCCC3C2)CC1)=O (2-[3-(hydroxymethyl)-4-[1-methyl-5-[[5-(1-methyl-4-piperidyl)-2-pyridyl]amino]-6-oxo-3-pyridyl]-2-pyridyl]-3,4,6,7,8,9-hexahydropyrazino[1,2-a]indol-1-one). Reaction SMILES: C([O:4][CH2:5][C:6]1[C:7]([N:35]2[CH2:47][CH2:46][N:38]3[C:39]4[CH2:40][CH2:41][CH2:42][CH2:43][C:44]=4[CH:45]=[C:37]3[C:36]2=[O:48])=[N:8][CH:9]=[CH:10][C:11]=1[C:12]1[CH:17]=[C:16]([NH:18][C:19]2[CH:24]=[CH:23][C:22]([CH:25]3[CH2:30][CH2:29][N:28]([CH3:31])[CH2:27][CH2:26]3)=[CH:21][N:20]=2)[C:15](=[O:32])[N:14]([CH2:33]C)[CH:13]=1)(=O)C.[OH-].[Li+]>C1COCC1.C(O)(C)C.O>[OH:4][CH2:5][C:6]1[C:7]([N:35]2[CH2:47][CH2:46][N:38]3[C:39]4[CH2:40][CH2:41][CH2:42][CH2:43][C:44]=4[CH:45]=[C:37]3[C:36]2=[O:48])=[N:8][CH:9]=[CH:10][C:11]=1[C:12]1[CH:17]=[C:16]([NH:18][C:19]2[CH:24]=[CH:23][C:22]([CH:25]3[CH2:26][CH2:27][N:28]([CH3:31])[CH2:29][CH2:30]3)=[CH:21][N:20]=2)[C:15](=[O:32])[N:14]([CH3:33])[CH:13]=1 |f:1.2,3.4|. Procedure details: A mixture of 232e (180 mg, 0.30 mmol) and lithium hydroxide (130 mg, 3.0 mmol) in THF/i-propanol (6:3, 9 mL) and water (3 mL) was stirred at 30° C. for 1 h. The mixture was evaporated under reduced pressure and the residue was extracted with ethyl acetate (2×20 mL). The combined ethyl acetate extract was concentrated under reduced pressure and the residue was purified by reverse-phase prep-HPLC to 232 (55 mg, 35%) as white solid. MS-ESI: [M+H]+ 594.3. 1H NMR (500 MHz, CDCl3) δ 8.72 (d, J=3.0 Hz,... The reactants are O=C([O-])[O-], CC(=O)O, N#Cc1cc(Oc2cncc(Cl)c2)cc([N+](=O)[O-])c1, [Fe], [Na+], [Na+], O. The product is N#Cc1cc(N)cc(Oc2cncc(Cl)c2)c1. RXN SMILES: [C:21](=[O:22])([O-:23])[O-:24].[CH3:27][C:28](=[O:29])[OH:30].[Cl:1][c:2]1[cH:3][c:4]([O:8][c:9]2[cH:10][c:11]([C:12]#[N:13])[cH:14][c:15]([N+:17]([O-:18])=[O:19])[cH:16]2)[cH:5][n:6][cH:7]1.[Fe:31].[Na+:25].[Na+:26].[OH2:20]>>[Cl:1][c:2]1[cH:3][c:4]([O:8][c:9]2[cH:10][c:11]([C:12]#[N:13])[cH:14][c:15]([NH2:17])[cH:16]2)[cH:5][n:6][cH:7]1. The reactants are O=C(c1ncc[nH]1)c1ncc[nH]1, CCN(C(C)C)C(C)C, C1CCOC1, OCCOc1ccc2ncnn2n1, c1ccc(C(c2ccccc2)N2CCNCC2)cc1. The product is O=C(OCCOc1ccc2ncnn2n1)C1CN(C(c2ccccc2)c2ccccc2)CCN1. Reaction SMILES: [C:14](=[O:15])([c:16]1[nH:17][cH:18][cH:19][n:20]1)[c:21]1[nH:22][cH:23][cH:24][n:25]1.[CH2:45]([N:46]([CH:47]([CH3:48])[CH3:49])[CH:50]([CH3:51])[CH3:52])[CH3:53].[O:54]1[CH2:55][CH2:56][CH2:57][CH2:58]1.[OH:1][CH2:2][CH2:3][O:4][c:5]1[cH:6][cH:7][c:8]2[n:9]([n:10]1)[n:11][cH:12][n:13]2.[c:26]1([CH:32]([N:33]2[CH2:34][CH2:35][NH:36][CH2:37][CH2:38]2)[c:39]2[cH:40][cH:41][cH:42][cH:43][cH:44]2)[cH:27][cH:28][cH:29][cH:30][cH:31]1>>[O:1]([CH2:2][CH2:3][O:4][c:5]1[cH:6][cH:7][c:8]2[n:9]([n:10]1)[n:11][cH:12][n:13]2)[C:14](=[O:15])[CH:37]1[NH:36][CH2:35][CH2:34][N:33]([CH:32]([c:26]2[cH:27][cH:28][cH:29][cH:30][cH:31]2)[c:39]2[cH:40][cH:41][cH:42][cH:43][cH:44]2)[CH2:38]1. Reactants: Cl (HCl), ClC1=CC=C(CSC2=CC(NN=C2)=O)C=C1 (5-(4-chlorobenzylthio)pyridazin-3(2H)-one), OC(COC1=C(C=C(C=C1)B(O)O)OC)(C)C (4-(2-hydroxy-2-methylpropoxy)-3-methoxyphenylboronic acid), N1=CC=CC=C1 (pyridine). Reagents/catalysts: CC(=O)[O-].CC(=O)[O-].[Cu+2] (Cu(OAc)2). The product is ClC1=CC=C(CSC2=CC(N(N=C2)C2=CC(=C(C=C2)OCC(C)(C)O)OC)=O)C=C1 (5-(4-chlorobenzylthio)-2-(4-(2-hydroxy-2-methylpropoxy)-3-methoxyphenyl)pyridazin-3(2H)-one). As a reaction SMILES: [Cl:1][C:2]1[CH:16]=[CH:15][C:5]([CH2:6][S:7][C:8]2[CH:13]=[N:12][NH:11][C:10](=[O:14])[CH:9]=2)=[CH:4][CH:3]=1.[OH:17][C:18]([CH3:33])([CH3:32])[CH2:19][O:20][C:21]1[CH:26]=[CH:25][C:24](B(O)O)=[CH:23][C:22]=1[O:30][CH3:31].N1C=CC=CC=1.Cl>C(Cl)Cl.CO.CC([O-])=O.CC([O-])=O.[Cu+2]>[Cl:1][C:2]1[CH:3]=[CH:4][C:5]([CH2:6][S:7][C:8]2[CH:13]=[N:12][N:11]([C:24]3[CH:25]=[CH:26][C:21]([O:20][CH2:19][C:18]([OH:17])([CH3:33])[CH3:32])=[C:22]([O:30][CH3:31])[CH:23]=3)[C:10](=[O:14])[CH:9]=2)=[CH:15][CH:16]=1 |f:6.7.8|. Procedure details: A solution of 5-(4-chlorobenzylthio)pyridazin-3(2H)-one Part A (21 mg, 0.083 mmol), 4-(2-hydroxy-2-methylpropoxy)-3-methoxyphenylboronic acid Part D of Procedure 4 (39.9 mg, 0.17 mmol), pyridine (0.067 mL, 0.83 mmol) and Cu(OAc)2 (45.3 mg, 0.25 mmol) in CH2Cl2 (13.0 mL) and MeOH (2.0 mL) was stirred at RT open to air for 4 hours. The mixture was poured into 1.0 N aqueous HCl (100 mL) and extracted with CH2Cl2. The CH2Cl2 layer was dried over Na2SO4 and concentrated. The crude product was purifie... Run in C(Cl)Cl (CH2Cl2), CO (MeOH). The reactants are Cc1cc(Br)ccc1Nc1ccc(C(=O)c2ccccc2C)c(Cl)c1, CCI, [H-], [Na+], C1CCOC1, O. Product: CCN(c1ccc(C(=O)c2ccccc2C)c(Cl)c1)c1ccc(Br)cc1C. As a reaction SMILES: [Br:1][c:2]1[cH:3][c:4]([CH3:25])[c:5]([NH:8][c:9]2[cH:10][c:11]([Cl:24])[c:12]([C:13](=[O:14])[c:15]3[c:16]([CH3:21])[cH:17][cH:18][cH:19][cH:20]3)[cH:22][cH:23]2)[cH:6][cH:7]1.[CH2:28]([CH3:29])[I:30].[H-:26].[Na+:27].[O:32]1[CH2:33][CH2:34][CH2:35][CH2:36]1.[OH2:31]>>[Br:1][c:2]1[cH:3][c:4]([CH3:25])[c:5]([N:8]([c:9]2[cH:10][c:11]([Cl:24])[c:12]([C:13](=[O:14])[c:15]3[c:16]([CH3:21])[cH:17][cH:18][cH:19][cH:20]3)[cH:22][cH:23]2)[CH2:28][CH3:29])[cH:6][cH:7]1. The reactants are [Br-], CC(=O)NC(Cc1c[nH]c2ccccc12)C(=O)O, CC(=O)NC(Cc1c[nH]c2ccccc12)C(=O)O, CCCCCCCCCCCCCCCC[n+]1ccccc1, CC1(C)SC2C(NC(=O)C(N)c3ccccc3)C(=O)N2C1C(=O)O. The product is CC(=O)NC(Cc1c[nH]c2ccccc12)C(=O)O, NC(Cc1c[nH]c2ccccc12)C(=O)O. Reaction SMILES: [Br-:61].[C:25](=[O:26])([CH3:27])[NH:28][CH:29]([CH2:30][c:31]1[cH:32][nH:33][c:34]2[cH:35][cH:36][cH:37][cH:38][c:39]12)[C:40](=[O:41])[OH:42].[C:43]([CH3:44])(=[O:45])[NH:46][CH:47]([CH2:48][c:49]1[cH:50][nH:51][c:52]2[cH:53][cH:54][cH:55][cH:56][c:57]12)[C:58](=[O:59])[OH:60].[CH2:62]([n+:63]1[cH:64][cH:65][cH:66][cH:67][cH:68]1)[CH2:69][CH2:70][CH2:71][CH2:72][CH2:73][CH2:74][CH2:75][CH2:76][CH2:77][CH2:78][CH2:79][CH2:80][CH2:81][CH2:82][CH3:83].[CH:1]12[CH:2]([NH:3][C:4]([CH:5]([c:6]3[cH:7][cH:8][cH:9][cH:10][cH:11]3)[NH2:12])=[O:13])[C:14](=[O:15])[N:16]1[CH:17]([C:18](=[O:19])[OH:20])[C:21]([CH3:22])([CH3:23])[S:24]2>>[C:43]([CH3:44])(=[O:45])[NH:46][CH:47]([CH2:48][c:49]1[cH:50][nH:51][c:52]2[cH:53][cH:54][cH:55][cH:56][c:57]12)[C:58](=[O:59])[OH:60].[NH2:28][CH:29]([CH2:30][c:31]1[cH:32][nH:33][c:34]2[cH:35][cH:36][cH:37][cH:38][c:39]12)[C:40](=[O:41])[OH:42]. Reactants: CC1=CC(=NO1)C1=NN=C2N1N=C(C1=CC=CC=C21)OCC=2N(N=CN2)COCC[Si](C)(C)C (3-(5-methylisoxazol-3-yl)-6-[2-{[2-(trimethylsilyl)ethoxy]methyl}-1,2,4-triazolyl]methyloxy-1,2,4-triazolo-[3,4-a]phthalazine), Cl (hydrochloric acid), C([O-])([O-])=O.[K+].[K+] (potassium carbonate). Run in C(C)O (ethanol). Conditions: temperature 60 celsius. The product is CC1=CC(=NO1)C1=NN=C2N1N=C(C1=CC=CC=C21)OCC2=NNC=N2 (3-(5-Methylisoxazol-3-yl)-6-(1,2,4-triazol-3-yl)methyloxy-1,2,4-triazolo[3,4-a]phthalazine). Isolated yield 16.1%. As a reaction SMILES: [CH3:1][C:2]1[O:6][N:5]=[C:4]([C:7]2[N:11]3[N:12]=[C:13]([O:20][CH2:21][C:22]4[N:23](COCC[Si](C)(C)C)[N:24]=[CH:25][N:26]=4)[C:14]4[C:19]([C:10]3=[N:9][N:8]=2)=[CH:18][CH:17]=[CH:16][CH:15]=4)[CH:3]=1.Cl.C(=O)([O-])[O-].[K+].[K+]>C(O)C>[CH3:1][C:2]1[O:6][N:5]=[C:4]([C:7]2[N:11]3[N:12]=[C:13]([O:20][CH2:21][C:22]4[N:26]=[CH:25][NH:24][N:23]=4)[C:14]4[C:19]([C:10]3=[N:9][N:8]=2)=[CH:18][CH:17]=[CH:16][CH:15]=4)[CH:3]=1 |f:2.3.4|. Procedure details: To a solution of 3-(5-methylisoxazol-3-yl)-6-[2-{[2-(trimethylsilyl)ethoxy]methyl}-1,2,4-triazolyl]methyloxy-1,2,4-triazolo-[3,4-a]phthalazine (1.20 g, 2.5 mmol) in ethanol (20 ml) was added 2N hydrochloric acid (40 ml) at room temperature. The mixture was heated at 60° C. for 5 h, saturated potassium carbonate solution wad added and the solvent evaporated in vacuo. The solid was triturated with ethanol, filtered and the filtrate evaporated in vacuo. The residue was flash chromatographed on sili...